describe an organic reaction: reactants, conditions, products, and yield From a dataset of the Open Reaction Database (ORD), a public repository of structured organic reaction records. The reactants are OCC1=CC=C(OCCN2CCCCC2)C=C1.NO (amino alcohol 1-[2-(4-Hydroxymethyl-phenoxy)-ethyl]piperidine), S(=O)(Cl)Cl (thionyl chloride). Solvent: C1CCOC1 (THF). Product: ClCC1=CC=C(OCCN2CCCCC2)C=C1 (1-[2-(4-Chloromethyl-phenoxy)-ethyl]-piperidine). As a reaction SMILES: O[CH2:2][C:3]1[CH:17]=[CH:16][C:6]([O:7][CH2:8][CH2:9][N:10]2[CH2:15][CH2:14][CH2:13][CH2:12][CH2:11]2)=[CH:5][CH:4]=1.NO.S(Cl)([Cl:22])=O>C1COCC1>[Cl:22][CH2:2][C:3]1[CH:17]=[CH:16][C:6]([O:7][CH2:8][CH2:9][N:10]2[CH2:15][CH2:14][CH2:13][CH2:12][CH2:11]2)=[CH:5][CH:4]=1 |f:0.1|. Reported procedure: This material is prepared from the amino alcohol 1-[2-(4-Hydroxymethyl-phenoxy)-ethyl]piperidine by treatment with thionyl chloride in THF at 0° C. Resulting solid is used without further purification. The reactants are BrC1=CC(=C(CN2C(C3(C4=CC(=CC=C24)C(F)(F)F)NC(NC3=O)=O)=O)C=C1)F (1'-(4-bromo-2-fluorobenzyl)-5'-trifluoromethyl-spiro[imidazolidine-4,3'-indoline]-2,2',5-trione), BrC1=CC(=C(CN2C(C(C3=CC(=CC=C23)C(F)(F)F)=O)=O)C=C1)F (1-(4-bromo-2-fluorobenzyl)-5-trifluoromethylindoline-2,3-dione). The product is FC(C=1C=C2C(C(NC2=CC1)=O)=O)(F)F (5-trifluoromethylindoline-2,3-dione), BrC1=CC(=C(CBr)C=C1)F (4-bromo-2-fluorobenzyl bromide). As a reaction SMILES: [Br:1][C:2]1[CH:28]=[CH:27][C:5]([CH2:6]N2C3C(=CC(C(F)(F)F)=CC=3)C3(C(=O)NC(=O)N3)C2=O)=[C:4]([F:29])[CH:3]=1.[Br:30]C1C=CC(C[N:36]2[C:44]3[C:39](=[CH:40][C:41]([C:45]([F:48])([F:47])[F:46])=[CH:42][CH:43]=3)[C:38](=[O:49])[C:37]2=[O:50])=C(F)C=1>>[F:48][C:45]([F:46])([F:47])[C:41]1[CH:40]=[C:39]2[C:44](=[CH:43][CH:42]=1)[NH:36][C:37](=[O:50])[C:38]2=[O:49].[Br:1][C:2]1[CH:28]=[CH:27][C:5]([CH2:6][Br:30])=[C:4]([F:29])[CH:3]=1. Procedure: (Example 3): 1'-(4-bromo-2-fluorobenzyl)-5'-trifluoromethyl-spiro[imidazolidine-4,3'-indoline]-2,2',5-trione, as a solid, m.p. 231°-232° C., starting from 1-(4-bromo-2-fluorobenzyl)-5-trifluoromethylindoline-2,3-dione (itself obtained as a syrup, of satisfctory purity by NMR, by reaction of 5-trifluoromethylindoline-2,3-dione and 4-bromo-2-fluorobenzyl bromide in an analogous manner to that described for the starting material in Example 1); Starting materials: C1(=C(C=CC=C1)P(C1=C(C=CC=C1)C)C1=C(C=CC=C1)C)C (tri-o-tolylphosphine), C(C=C)[C@@H](C(=O)OC(C)C)[C@@H](C(=O)OC(C)C)O (diisopropyl (2R,3S)-2-allyl-3-hydroxybutanedioate), CCN(C(C)C)C(C)C (DIEA), BrC1=CC=C(C=C1)OCC (4-bromophenetole). The reagents and catalysts are C(C)(=O)[O-].[Pd+2].C(C)(=O)[O-] (palladium(II) acetate). The solvent is CC#N (CH3CN), CC#N (CH3CN). Yields the product C(C)OC1=CC=C(C=C1)/C=C/C[C@@H](C(=O)OC(C)C)[C@@H](C(=O)OC(C)C)O (di-isopropyl (2R,3S)-2-[(2E)-3-(4-ethoxyphenyl)-2-propenyl]-3-hydroxybutanedioate). The yield is 97.9%. RXN SMILES: [CH2:1]([C@H:4]([C@H:11]([OH:18])[C:12]([O:14][CH:15]([CH3:17])[CH3:16])=[O:13])[C:5]([O:7][CH:8]([CH3:10])[CH3:9])=[O:6])[CH:2]=[CH2:3].CCN(C(C)C)C(C)C.Br[C:29]1[CH:34]=[CH:33][C:32]([O:35][CH2:36][CH3:37])=[CH:31][CH:30]=1.C1(C)C=CC=CC=1P(C1C=CC=CC=1C)C1C=CC=CC=1C>CC#N.C([O-])(=O)C.[Pd+2].C([O-])(=O)C>[CH2:36]([O:35][C:32]1[CH:33]=[CH:34][C:29](/[CH:3]=[CH:2]/[CH2:1][C@H:4]([C@H:11]([OH:18])[C:12]([O:14][CH:15]([CH3:17])[CH3:16])=[O:13])[C:5]([O:7][CH:8]([CH3:10])[CH3:9])=[O:6])=[CH:30][CH:31]=1)[CH3:37] |f:5.6.7|. Procedure details: To a solution of diisopropyl (2R,3S)-2-allyl-3-hydroxybutanedioate (3.0 g; 11.6 mmol; 1.0 eq.) and DIEA (3.86 mL; 28.9 mmol; 2.4 eq.) in CH3CN (30.0 mL) was added 4-bromophenetole (2.0 mL; 13.9 mmol; 1.2 eq.). To this solution was added a mixture of tri-o-tolylphosphine (0.35 g; 1.16 mmol; 0.1 eq.) and palladium(II) acetate (0.03 g; 0.12 mmol; 0.01 eq.) in CH3CN (3.0 mL) which was sonicated before the addition to the reaction mixture. The reaction was stirred under argon at reflux for 2.5 h, coo... Reactants: C(C)OCC (diethyl ether), CCCCCC.C(C)OCC (hexane diethyl ether), OCC1=C(C(=NC(=C1F)NN)F)F ((4-hydroxymethyl-2,3,5-trifluoropyridin-6-yl)hydrazine). Reagents/catalysts: S(=O)(=O)([O-])[O-].[Cu+2] (copper (II) sulfate). Run in O (water). Reaction conditions: time 2 hour. Yields the product OCC1=C(C(=NC=C1F)F)F (4-hydroxymethyl-2,3,5-trifluoropyridine). Yield: 51.1%. As a reaction SMILES: [OH:1][CH2:2][C:3]1[C:8]([F:9])=[C:7](NN)[N:6]=[C:5]([F:12])[C:4]=1[F:13].C(OCC)C.CCCCCC.C(OCC)C>O.S([O-])([O-])(=O)=O.[Cu+2]>[OH:1][CH2:2][C:3]1[C:8]([F:9])=[CH:7][N:6]=[C:5]([F:12])[C:4]=1[F:13] |f:2.3,5.6|. Reported procedure: To a suspension of 0.7 g (0.0036 mole) of (4-hydroxymethyl-2,3,5-trifluoropyridin-6-yl)hydrazine (from Example 6) in 25 ml of distilled water was added a solution of 2.5 g (0.016 mole) of copper (II) sulfate during a 1.5 hour period. Nitrogen evolution continued while the reaction mixture was stirred at ambient temperature for two hours and while it refluxed for an additional two hours. After being cooled, the reaction mixture was extracted with diethyl ether. This extract was dried over anhydro...